describe an organic reaction: reactants, conditions, products, and yield From a dataset of the Open Reaction Database (ORD), a public repository of structured organic reaction records. Reaction SMILES: [CH2:26]1[O:27][CH2:28][CH2:29][CH2:30]1.[O:1]=[C:2]([O:3][CH2:4][CH3:5])[N:6]=[N:7][C:8]([O:9][CH2:10][CH3:11])=[O:12].[OH:13][CH:14]([CH2:15][c:16]1[c:17]([S:21](=[O:22])(=[O:23])[NH2:24])[s:18][cH:19][cH:20]1)[CH3:25]>>[CH:14]1([CH3:25])[CH2:15][c:16]2[c:17]([s:18][cH:19][cH:20]2)[S:21](=[O:22])(=[O:23])[NH:24]1. Starting materials: C1CCOC1, CCOC(=O)N=NC(=O)OCC, CC(O)Cc1ccsc1S(N)(=O)=O. Product: CC1Cc2ccsc2S(=O)(=O)N1. Starting materials: OC(C(C)C)(C=1N=CN(C1)C(C1=CC=CC=C1)(C1=CC=CC=C1)C1=CC=CC=C1)C1=CC=C(C=C1)B(O)O (4-[1-hydroxy-2-methyl-1-(1-trityl-1H-imidazol-4-yl)propyl]phenylboronic acid), BrC=1C=C(C=CC1OC)NC(C)=O (N-(3-bromo-4-methoxyphenyl)acetamide). Reagents/catalysts: C=1C=CC(=CC1)[P](C=2C=CC=CC2)(C=3C=CC=CC3)[Pd]([P](C=4C=CC=CC4)(C=5C=CC=CC5)C=6C=CC=CC6)([P](C=7C=CC=CC7)(C=8C=CC=CC8)C=9C=CC=CC9)[P](C=1C=CC=CC1)(C=1C=CC=CC1)C=1C=CC=CC1 (tetrakis(triphenylphosphine)palladium(0)). Yields the product OC(C(C)C)(C=1N=CN(C1)C(C1=CC=CC=C1)(C1=CC=CC=C1)C1=CC=CC=C1)C1=CC=C(C=C1)C1=CC(=CC=C1OC)NC(C)=O (N-{4′-[1-hydroxy-2-methyl-1-(1-trityl-1H-imidazol-4-yl)propyl]-6-methoxy[1,1′-biphenyl]-3-yl}acetamide). Isolated yield 42.6%. As a reaction SMILES: [OH:1][C:2]([C:30]1[CH:35]=[CH:34][C:33](B(O)O)=[CH:32][CH:31]=1)([C:6]1[N:7]=[CH:8][N:9]([C:11]([C:24]2[CH:29]=[CH:28][CH:27]=[CH:26][CH:25]=2)([C:18]2[CH:23]=[CH:22][CH:21]=[CH:20][CH:19]=2)[C:12]2[CH:17]=[CH:16][CH:15]=[CH:14][CH:13]=2)[CH:10]=1)[CH:3]([CH3:5])[CH3:4].Br[C:40]1[CH:41]=[C:42]([NH:48][C:49](=[O:51])[CH3:50])[CH:43]=[CH:44][C:45]=1[O:46][CH3:47]>C1C=CC([P]([Pd]([P](C2C=CC=CC=2)(C2C=CC=CC=2)C2C=CC=CC=2)([P](C2C=CC=CC=2)(C2C=CC=CC=2)C2C=CC=CC=2)[P](C2C=CC=CC=2)(C2C=CC=CC=2)C2C=CC=CC=2)(C2C=CC=CC=2)C2C=CC=CC=2)=CC=1>[OH:1][C:2]([C:30]1[CH:35]=[CH:34][C:33]([C:44]2[C:45]([O:46][CH3:47])=[CH:40][CH:41]=[C:42]([NH:48][C:49](=[O:51])[CH3:50])[CH:43]=2)=[CH:32][CH:31]=1)([C:6]1[N:7]=[CH:8][N:9]([C:11]([C:24]2[CH:29]=[CH:28][CH:27]=[CH:26][CH:25]=2)([C:18]2[CH:23]=[CH:22][CH:21]=[CH:20][CH:19]=2)[C:12]2[CH:17]=[CH:16][CH:15]=[CH:14][CH:13]=2)[CH:10]=1)[CH:3]([CH3:5])[CH3:4] |^1:55,57,76,95|. Procedure details: By the reaction in the same manner as in Example 33-(ii) using 4-[1-hydroxy-2-methyl-1-(1-trityl-1H-imidazol-4-yl)propyl]phenylboronic acid (3.21 g), N-(3-bromo-4-methoxyphenyl)acetamide (1.05 g) and tetrakis(triphenylphosphine)palladium(0) (0.16 g), the title compound (1.14 g) was obtained as a colorless amorphous powder. Reactants: O=C(c1ncc[nH]1)c1ncc[nH]1, CCC(C)C1C(=O)NC(C2Cc3ccccc3C2)C(=O)N1C(C(=O)Nc1ccccc1O)c1coc(C)n1, ClCCl. Product: CCC(C)C1C(=O)NC(C2Cc3ccccc3C2)C(=O)N1C(C(=O)O)c1coc(C)n1. Reaction SMILES: [C:1](=[O:2])([c:3]1[nH:4][cH:5][cH:6][n:7]1)[c:8]1[nH:9][cH:10][cH:11][n:12]1.[CH2:13]1[CH:14]([CH:22]2[C:23](=[O:50])[N:24]([CH:33]([C:34](=[O:35])[NH:36][c:37]3[cH:38][cH:39][cH:40][cH:41][c:42]3[OH:43])[c:44]3[n:45][c:46]([CH3:49])[o:47][cH:48]3)[CH:25]([CH:29]([CH2:30][CH3:31])[CH3:32])[C:26](=[O:28])[NH:27]2)[CH2:15][c:16]2[cH:17][cH:18][cH:19][cH:20][c:21]21.[Cl:51][CH2:52][Cl:53]>>[O:2]=[C:34]([CH:33]([N:24]1[C:23](=[O:50])[CH:22]([CH:14]2[CH2:13][c:21]3[c:16]([cH:17][cH:18][cH:19][cH:20]3)[CH2:15]2)[NH:27][C:26](=[O:28])[CH:25]1[CH:29]([CH2:30][CH3:31])[CH3:32])[c:44]1[n:45][c:46]([CH3:49])[o:47][cH:48]1)[OH:35]. Reactants: O=C([O-])[O-], O=C(c1cc2nccc(Cl)c2s1)N1CCCC1, [Cs+], [Cs+], Cc1c(C(=O)NCCCO)c2ccc(O)cc2n1C. Yields the product Cc1c(C(=O)NCCCO)c2ccc(Oc3ccnc4cc(C(=O)N5CCCC5)sc34)cc2n1C. RXN SMILES: [C:37](=[O:38])([O-:39])[O-:40].[Cl:1][c:2]1[c:3]2[c:4]([n:5][cH:6][cH:7]1)[cH:8][c:9]([C:11](=[O:12])[N:13]1[CH2:14][CH2:15][CH2:16][CH2:17]1)[s:10]2.[Cs+:41].[Cs+:42].[OH:18][CH2:19][CH2:20][CH2:21][NH:22][C:23](=[O:24])[c:25]1[c:26]([CH3:36])[n:27]([CH3:35])[c:28]2[cH:29][c:30]([OH:34])[cH:31][cH:32][c:33]12>>[c:2]1([O:34][c:30]2[cH:29][c:28]3[n:27]([CH3:35])[c:26]([CH3:36])[c:25]([C:23]([NH:22][CH2:21][CH2:20][CH2:19][OH:18])=[O:24])[c:33]3[cH:32][cH:31]2)[c:3]2[c:4]([n:5][cH:6][cH:7]1)[cH:8][c:9]([C:11](=[O:12])[N:13]1[CH2:14][CH2:15][CH2:16][CH2:17]1)[s:10]2. The reactants are CC(=O)Nc1nc2c(Oc3cc(-c4ccc(C(F)(F)F)cc4NC(=O)C4CCC(c5ccccc5)N4C(=O)OC(C)(C)C)ncn3)cccc2s1, O=C(O)C(F)(F)F. The product is CC(=O)Nc1nc2c(Oc3cc(-c4ccc(C(F)(F)F)cc4NC(=O)C4CCC(c5ccccc5)N4)ncn3)cccc2s1. As a reaction SMILES: [C:1]([CH3:2])(=[O:3])[NH:4][c:5]1[s:6][c:7]2[c:8]([n:9]1)[c:10]([O:14][c:15]1[cH:16][c:17](-[c:21]3[c:22]([NH:31][C:32](=[O:33])[CH:34]4[N:35]([C:45]([O:46][C:47]([CH3:48])([CH3:49])[CH3:50])=[O:51])[CH:36]([c:39]5[cH:40][cH:41][cH:42][cH:43][cH:44]5)[CH2:37][CH2:38]4)[cH:23][c:24]([C:27]([F:28])([F:29])[F:30])[cH:25][cH:26]3)[n:18][cH:19][n:20]1)[cH:11][cH:12][cH:13]2.[F:52][C:53]([F:54])([F:55])[C:56]([OH:57])=[O:58]>>[C:1]([CH3:2])(=[O:3])[NH:4][c:5]1[s:6][c:7]2[c:8]([n:9]1)[c:10]([O:14][c:15]1[cH:16][c:17](-[c:21]3[c:22]([NH:31][C:32](=[O:33])[CH:34]4[NH:35][CH:36]([c:39]5[cH:40][cH:41][cH:42][cH:43][cH:44]5)[CH2:37][CH2:38]4)[cH:23][c:24]([C:27]([F:28])([F:29])[F:30])[cH:25][cH:26]3)[n:18][cH:19][n:20]1)[cH:11][cH:12][cH:13]2. Starting materials: ClC1=CC=C(C=C1)S(=O)(=O)C(C=1C(=CC(=NC1)C(=O)O)C)C1=C(C=CC(=C1)F)F (5-[[(4-Chlorophenyl)sulfonyl](2,5-difluorophenyl)methyl]-4-methylpyridine-2-carboxylic acid), Cl.CNC (dimethylamine hydrochloride), ON1N=NC2=C1C=CC=C2 (1-hydroxybenzotriazole), CN1CCOCC1 (4-methylmorpholine), Cl.C(C)N=C=NCCCN(C)C (1-ethyl-3-(3-dimethylaminopropyl)carbodiimide hydrochloride). Run in C(Cl)Cl (methylene chloride). Reaction conditions: time 6 hour. Product: ClC1=CC=C(C=C1)S(=O)(=O)C(C=1C(=CC(=NC1)C(=O)N(C)C)C)C1=C(C=CC(=C1)F)F (5-[[(4-Chlorophenyl)sulfonyl](2,5-difluorophenyl)methyl]-N,N,4-trimethylpyridine-2-carboxamide). The yield is 90.0%. RXN SMILES: [Cl:1][C:2]1[CH:7]=[CH:6][C:5]([S:8]([CH:11]([C:22]2[CH:27]=[C:26]([F:28])[CH:25]=[CH:24][C:23]=2[F:29])[C:12]2[C:13]([CH3:21])=[CH:14][C:15]([C:18](O)=[O:19])=[N:16][CH:17]=2)(=[O:10])=[O:9])=[CH:4][CH:3]=1.Cl.[CH3:31][NH:32][CH3:33].ON1C2C=CC=CC=2N=N1.CN1CCOCC1.Cl.C(N=C=NCCCN(C)C)C>C(Cl)Cl>[Cl:1][C:2]1[CH:3]=[CH:4][C:5]([S:8]([CH:11]([C:22]2[CH:27]=[C:26]([F:28])[CH:25]=[CH:24][C:23]=2[F:29])[C:12]2[C:13]([CH3:21])=[CH:14][C:15]([C:18]([N:32]([CH3:33])[CH3:31])=[O:19])=[N:16][CH:17]=2)(=[O:9])=[O:10])=[CH:6][CH:7]=1 |f:1.2,5.6|. Procedure details: To a solution of 5-[[(4-chlorophenyl)sulfonyl](2,5-difluorophenyl)methyl]-4-methylpyridine-2-carboxylic acid (88 mg, 0.20 mmol) obtained in Example 3 in methylene chloride (2 ml), dimethylamine hydrochloride (18 mg, 0.22 mmol), 1-hydroxybenzotriazole (30 mg, 0.22 mmol), 4-methylmorpholine (0.048 ml, 0.44 mmol), and 1-ethyl-3-(3-dimethylaminopropyl)carbodiimide hydrochloride (42 mg, 0.22 mmol) were added at room temperature. After stirring for 6 hours at room temperature, the reaction mixture was... Starting materials: ClCCl, CO, C[O-], CCOC(C)=O, [Cl-], [Cl-], [Cl-], [Cl-], O=[N+]([O-])CCc1ccc(Cc2ccc(Cl)o2)cc1, [Li+], C1CCOC1, O, [Ti+4]. RXN SMILES: [CH2:24]([Cl:25])[Cl:26].[CH3:19][OH:20].[CH3:21][O-:22].[CH3:33][CH2:34][O:35][C:36](=[O:37])[CH3:38].[Cl-:27].[Cl-:29].[Cl-:30].[Cl-:31].[Cl:1][c:2]1[o:3][c:4]([CH2:7][c:8]2[cH:9][cH:10][c:11]([CH2:14][CH2:15][N+:16](=[O:17])[O-:18])[cH:12][cH:13]2)[cH:5][cH:6]1.[Li+:23].[O:39]1[CH2:40][CH2:41][CH2:42][CH2:43]1.[OH2:32].[Ti+4:28]>>[Cl:1][c:2]1[o:3][c:4]([CH2:7][c:8]2[cH:9][cH:10][c:11]([CH2:14][C:15](=[N:16][OH:18])[Cl:25])[cH:12][cH:13]2)[cH:5][cH:6]1. Product: ON=C(Cl)Cc1ccc(Cc2ccc(Cl)o2)cc1. Reactants: F/C(/C=C/C(=C/C(=O)OCC)/C)=C(\CC)/C=1C=C2C(=CC(OC2=CC1OC)(C)C)C (ethyl 6-fluoro-7-(7-methoxy-2,2,4-trimethyl-2H-chromen-6-yl)-3-methyl-nona-2E,4E,6E-trienoate), Compound, [OH-].[Na+] (NaOH). The solvent is C(C)O (ethanol), C1CCOC1 (THF). Yields the product F/C(/C=C/C(=C/C(=O)O)/C)=C(\CC)/C=1C=C2C(=CC(OC2=CC1OC)(C)C)C (6-Fluoro-7-(7-methoxy-2,2,4-trimethyl-2H-chromen-6-yl)-3-methyl-nona-2E,4E,6E-trienoic acid). Reaction SMILES: [F:1]/[C:2](=[C:13](/[C:16]1[CH:17]=[C:18]2[C:23](=[CH:24][C:25]=1[O:26][CH3:27])[O:22][C:21]([CH3:29])([CH3:28])[CH:20]=[C:19]2[CH3:30])\[CH2:14][CH3:15])/[CH:3]=[CH:4]/[C:5](/[CH3:12])=[CH:6]/[C:7]([O:9]CC)=[O:8].[OH-].[Na+]>C(O)C.C1COCC1>[F:1]/[C:2](=[C:13](/[C:16]1[CH:17]=[C:18]2[C:23](=[CH:24][C:25]=1[O:26][CH3:27])[O:22][C:21]([CH3:29])([CH3:28])[CH:20]=[C:19]2[CH3:30])\[CH2:14][CH3:15])/[CH:3]=[CH:4]/[C:5](/[CH3:12])=[CH:6]/[C:7]([OH:9])=[O:8] |f:1.2|. Procedure details: Following General Procedure G, a solution of ethyl 6-fluoro-7-(7-methoxy-2,2,4-trimethyl-2H-chromen-6-yl)-3-methyl-nona-2E,4E,6E-trienoate (Compound 116,204 mg, 0.51 mmol) in ethanol and THF was hydrolyzed with 1M NaOH. Purification by flash chromatography (silica gel, 75:25 hexane/ethyl acetate) afforded the title compound as a light yellow solid. Reactants: N1N=NN=C1NC(=O)C1=CN=C2SC3=C(N2C1=O)C=C(C(=C3)F)C(F)(F)F (N-(5-tetrazolyl)-7-trifluoromethyl-8-fluoro-4-oxo-4H-pyrimido[2,1-b]benzothiazole-3-carboxamide), N1N=NN=C1NC(=O)C1=CN=C2SC3=C(N2C1=O)C=C(C(=C3)Cl)Cl (N-(5-tetrazolyl)-7,8-dichloro-4-oxo-4H-pyrimido[2,1-b]-benzothiazole-3-carboxamide), N1N=NN=C1NC(=O)C1=CN=C2SC3=C(N2C1=O)C=CC(=C3)Cl (N-(5-tetrazolyl)-8-chloro-4-oxo-4H-pyrimido[2,1-b]benzothiazole-3-carboxamide), N1N=NN=C1NC(=O)C1=CN=C2SC3=C(N2C1=O)C=C(C(=C3)F)Cl (N-(5-tetrazolyl)-7-chloro-8-fluoro-4-oxo-4H-pyrimido[2,1-b]benzothiazole-3-carboxamide), N1N=NN=C1NC(=O)C1=CN=C2SC3=C(N2C1=O)C=C(C(=C3)F)F (N-(5-tetrazolyl)-7,8-difluoro-4-oxo-4H-pyrimido[2,1-b]benzothiazole-3-carboxamide), N1N=NN=C1NC(=O)C1=CN=C2SC3=C(N2C1=O)C=CC(=C3)F (N-(5-tetrazolyl)-8-fluoro-4-oxo-4H-pyrimido[2,1-b]benzothiazole-3-carboxamide), N1N=NN=C1NC(=O)C1=CN=C2SC3=C(N2C1=O)C=C(C(=C3)Cl)F (N-(5-tetrazolyl)-7-fluoro-8-chloro-4-oxo-4H-pyrimido[2,1-b]benzothiazole-3-carboxamide). Yields the product N1N=NN=C1NC(=O)C1=CN=C2SC3=C(N2C1=O)C=C(C=C3)C(F)(F)F (N-(5-tetrazolyl)-7-trifluoromethyl-4-oxo-4H-pyrimido[2,1-b]benzothiazole-3-carboxamide). Reaction SMILES: [NH:1]1[C:5]([NH:6][C:7]([C:9]2[C:17](=[O:18])[N:16]3[C:12]([S:13][C:14]4[CH:22]=[C:21](Cl)[C:20](Cl)=[CH:19][C:15]=43)=[N:11][CH:10]=2)=[O:8])=[N:4][N:3]=[N:2]1.N1C(NC(C2C(=O)N3C(SC4C=C(F)C(F)=CC=43)=NC=2)=O)=NN=N1.N1C(NC(C2C(=O)N3C(SC4C=C(F)C=CC=43)=NC=2)=O)=NN=N1.N1C(NC(C2C(=O)N3C(SC4C=C(Cl)C=CC=43)=NC=2)=O)=NN=N1.N1C(NC(C2C(=O)N3C(SC4C=C(F)C([C:118]([F:121])([F:120])[F:119])=CC=43)=NC=2)=O)=NN=N1.N1C(NC(C2C(=O)N3C(SC4C=C(Cl)C(F)=CC=43)=NC=2)=O)=NN=N1.N1C(NC(C2C(=O)N3C(SC4C=C(F)C(Cl)=CC=43)=NC=2)=O)=NN=N1>>[NH:1]1[C:5]([NH:6][C:7]([C:9]2[C:17](=[O:18])[N:16]3[C:12]([S:13][C:14]4[CH:22]=[CH:21][C:20]([C:118]([F:121])([F:120])[F:119])=[CH:19][C:15]=43)=[N:11][CH:10]=2)=[O:8])=[N:4][N:3]=[N:2]1. Procedure details: N-(5-tetrazolyl)-7,8-dichloro-4-oxo-4H-pyrimido[2,1-b]-benzothiazole-3-carboxamide; N-(5-tetrazolyl)-7,8-difluoro-4-oxo-4H-pyrimido[2,1-b]benzothiazole-3-carboxamide; N-(5-tetrazolyl)-8-fluoro-4-oxo-4H-pyrimido[2,1-b]benzothiazole-3-carboxamide; N-(5-tetrazolyl)-8-chloro-4-oxo-4H-pyrimido[2,1-b]benzothiazole-3-carboxamide; N-(5-tetrazolyl)-7-trifluoromethyl-8-fluoro-4-oxo-4H-pyrimido[2,1-b]benzothiazole-3-carboxamide; N-(5-tetrazolyl)-7-fluoro-8-chloro-4-oxo-4H-pyrimido[2,1-b]benzothiazole-3-car... The reactants are C1=COCCC1, Cl, N#CCCCCCCO, c1ccccc1. The product is N#CCCCCCCOC1CCCCO1. As a reaction SMILES: [CH2:1]1[CH2:2][O:3][CH:4]=[CH:5][CH2:6]1.[ClH:16].[OH:7][CH2:8][CH2:9][CH2:10][CH2:11][CH2:12][CH2:13][C:14]#[N:15].[cH:17]1[cH:18][cH:19][cH:20][cH:21][cH:22]1>>[CH2:1]1[CH2:2][O:3][CH:4]([O:7][CH2:8][CH2:9][CH2:10][CH2:11][CH2:12][CH2:13][C:14]#[N:15])[CH2:5][CH2:6]1.